Task: describe an organic reaction: reactants, conditions, products, and yield. Dataset: the Open Reaction Database (ORD), a public repository of structured organic reaction records Starting materials: C(#N)[BH3-].[Na+] (sodium cyanoborohydride), C([O-])(O)=O.[Na+] (sodium bicarbonate), NC1=NC=C(C=C1N)Br (2,3-Diamino-5-bromopyridine), O1CCC(CC1)C(C)=O (1-(tetrahydro-2H-pyran-4-yl)ethanone). The solvent is CO (methanol), C(C)(=O)O (acetic acid). Run at time 20 hour. The product is BrC=1C=C(C(=NC1)N)NC(C)C1CCOCC1 (5-Bromo-N3-[1-(tetrahydro-2H-pyran-4-yl)ethyl]pyridine-2,3-diamine). The yield is 19.6%. As a reaction SMILES: [NH2:1][C:2]1[C:7]([NH2:8])=[CH:6][C:5]([Br:9])=[CH:4][N:3]=1.[O:10]1[CH2:15][CH2:14][CH:13]([C:16](=O)[CH3:17])[CH2:12][CH2:11]1.C([BH3-])#N.[Na+].C(=O)(O)[O-].[Na+]>CO.C(O)(=O)C>[Br:9][C:5]1[CH:6]=[C:7]([NH:8][CH:16]([CH:13]2[CH2:14][CH2:15][O:10][CH2:11][CH2:12]2)[CH3:17])[C:2]([NH2:1])=[N:3][CH:4]=1 |f:2.3,4.5|. Procedure: 2,3-Diamino-5-bromopyridine (1.07 g) and 1-(tetrahydro-2H-pyran-4-yl)ethanone (0.80 g) were dissolved in methanol (20 ml), and acetic acid (0.98 ml) was added. After stirring at room temperature for a while, sodium cyanoborohydride (1.08 g) was added and the mixture was stirred at room temperature for 20 hours. A saturated aqueous sodium bicarbonate solution was added to the reaction solution, followed by extraction with ethyl acetate. Then, the organic layer was dried over anhydrous sodium sulf... The reactants are IC=1C=C(NC1)C(=O)OC (methyl 4-iodo-1H-pyrrole-2-carboxylate), CC1(OB(OC1(C)C)C(=C)C)C (4,4,5,5-tetramethyl-2-(prop-1-en-2-yl)-1,3,2-dioxaborolane), P(=O)([O-])([O-])[O-].[K+].[K+].[K+] (tripotassium phosphate). Reagents/catalysts: C1=CC=C(C=C1)/C=C/C(=O)/C=C/C2=CC=CC=C2.C1=CC=C(C=C1)/C=C/C(=O)/C=C/C2=CC=CC=C2.C1=CC=C(C=C1)/C=C/C(=O)/C=C/C2=CC=CC=C2.[Pd].[Pd] (tris(dibenzylideneacetonyl)bis-palladium). Run in CO (methanol). Run at temperature 140 celsius. Product: C=C(C)C=1C=C(NC1)C(=O)OC (methyl 4-(prop-1-en-2-yl)-1H-pyrrole-2-carboxylate). Isolated yield 68.8%. As a reaction SMILES: I[C:2]1[CH:3]=[C:4]([C:7]([O:9][CH3:10])=[O:8])[NH:5][CH:6]=1.[CH3:11][C:12]1(C)[C:16](C)(C)OB(C(C)=C)O1.P([O-])([O-])([O-])=O.[K+].[K+].[K+]>C1C=CC(/C=C/C(/C=C/C2C=CC=CC=2)=O)=CC=1.C1C=CC(/C=C/C(/C=C/C2C=CC=CC=2)=O)=CC=1.C1C=CC(/C=C/C(/C=C/C2C=CC=CC=2)=O)=CC=1.[Pd].[Pd].CO>[CH2:11]=[C:12]([C:2]1[CH:3]=[C:4]([C:7]([O:9][CH3:10])=[O:8])[NH:5][CH:6]=1)[CH3:16] |f:2.3.4.5,6.7.8.9.10|. Procedure: Mix methyl 4-iodo-1H-pyrrole-2-carboxylate (1.5 g, 5.98 mmoles), 4,4,5,5-tetramethyl-2-(prop-1-en-2-yl)-1,3,2-dioxaborolane (3.01 g, 17.98 mmoles) 1,1′-bis(di-tert-butylphosphino)ferrocene (dtbpf) (0.3 g, 0.06 mmoles), tris(dibenzylideneacetonyl)bis-palladium (Pd2(dba)3) (0.3 g, 0.06 mmoles), tripotassium phosphate (2.54 g, 11.95 mmoles) and methanol (12 mL). Heat the mixture in a sealed tube in a microwave at 140° C. for 30 minutes. Cool, filter the reaction mixture and wash sinter with methano... The reactants are CO, CSc1nc(Cl)cc2ncnn12, [K+], [OH-]. Product: Oc1nc(Cl)cc2ncnn12. Reaction SMILES: [CH3:15][OH:16].[Cl:1][c:2]1[cH:3][c:4]2[n:5]([c:6]([S:8][CH3:9])[n:7]1)[n:10][cH:11][n:12]2.[K+:14].[OH-:13]>>[Cl:1][c:2]1[cH:3][c:4]2[n:5]([c:6]([OH:13])[n:7]1)[n:10][cH:11][n:12]2. Product: OC[C@H](C)NC(=O)C1=CN=C(S1)CCC=1C(=NOC1C)CCCC (2-[2-(3-Butyl-5-methyl-isoxazol-4-yl)-ethyl]-thiazole-5-carboxylic acid ((S)-2-hydroxy-1-methyl-ethyl)-amide). Starting materials: COC(=O)C1=CN=C(S1)CCC=1C(=NOC1C)CCCC (2-[2-(3-butyl-5-methyl-isoxazol-4-yl)-ethyl]-thiazole-5-carboxylic acid methyl ester), N[C@@H](C)CO (L-alaninol). The yield is 81.0%. Procedure: As described for example 58, 2-[2-(3-butyl-5-methyl-isoxazol-4-yl)-ethyl]-thiazole-5-carboxylic acid methyl ester (90 mg, 0.29 mmol) was converted, using L-alaninol instead of rac-2-amino-1-propanol, to the title compound (50 mg, 81%) which was obtained as a colourless oil. MS: m/e=352.4 [M+H]+. RXN SMILES: CO[C:3]([C:5]1[S:9][C:8]([CH2:10][CH2:11][C:12]2[C:13]([CH2:18][CH2:19][CH2:20][CH3:21])=[N:14][O:15][C:16]=2[CH3:17])=[N:7][CH:6]=1)=[O:4].[NH2:22][C@H:23]([CH2:25][OH:26])[CH3:24]>>[OH:26][CH2:25][C@@H:23]([NH:22][C:3]([C:5]1[S:9][C:8]([CH2:10][CH2:11][C:12]2[C:13]([CH2:18][CH2:19][CH2:20][CH3:21])=[N:14][O:15][C:16]=2[CH3:17])=[N:7][CH:6]=1)=[O:4])[CH3:24].